Dataset: the Open Reaction Database (ORD), a public repository of structured organic reaction records. Task: describe an organic reaction: reactants, conditions, products, and yield Reactants: FC1=CC=C(C=C1)C(CCCN)C1=CC=C(C=C1)F (4,4-bis-(4-fluorophenyl)-butylamine), C(C)(C)(C)OC(N(C)[C@@H](CC(C)C)C=O)=O ((S)-(1-formyl-3-methyl-butyl)-methyl-carbamic acid tert-butyl ester), [BH-](OC(=O)C)(OC(=O)C)OC(=O)C.[Na+] (NaBH(OAc)3). Run in CCOC(=O)C (EtOAc). Reaction conditions: temperature 0 celsius, time 30 minute. The product is C(C)(C)(C)OC(N(C)[C@@H](CC(C)C)CNCCCC(C1=CC=C(C=C1)F)C1=CC=C(C=C1)F)=O ((S)-(1-{[4,4-Bis-(4-fluoro-phenyl)-butylamino]-methyl}-3-methyl-butyl)-methyl-carbamic acid tert-butyl ester). The yield is 70.3%. As a reaction SMILES: [F:1][C:2]1[CH:7]=[CH:6][C:5]([CH:8]([C:13]2[CH:18]=[CH:17][C:16]([F:19])=[CH:15][CH:14]=2)[CH2:9][CH2:10][CH2:11][NH2:12])=[CH:4][CH:3]=1.[C:20]([O:24][C:25](=[O:35])[N:26]([C@H:28]([CH:33]=O)[CH2:29][CH:30]([CH3:32])[CH3:31])[CH3:27])([CH3:23])([CH3:22])[CH3:21].[BH-](OC(C)=O)(OC(C)=O)OC(C)=O.[Na+]>CCOC(C)=O>[C:20]([O:24][C:25](=[O:35])[N:26]([C@H:28]([CH2:33][NH:12][CH2:11][CH2:10][CH2:9][CH:8]([C:13]1[CH:14]=[CH:15][C:16]([F:19])=[CH:17][CH:18]=1)[C:5]1[CH:6]=[CH:7][C:2]([F:1])=[CH:3][CH:4]=1)[CH2:29][CH:30]([CH3:31])[CH3:32])[CH3:27])([CH3:23])([CH3:22])[CH3:21] |f:2.3|. Procedure details: 4,4-bis-(4-fluorophenyl)-butylamine (200 mg, 0.77 mmol) was dissolved in CH,2Cl2 (5 mL), treated with (S)-(1-formyl-3-methyl-butyl)-methyl-carbamic acid tert-butyl ester (229 mg, 1.0 mmol), stirred for 30 minutes, then cooled to 0° C., treated with NaBH(OAc)3 (245 mg, 1.16 mmol), and stirred overnight at room temperature. The reaction was diluted with EtOAc (100 mL), washed with saturated bicarbonate solution and brine, dried over Na2SO4, and concentrated. The crude material was chromatographed ... Reported procedure: Prepared analogously as described for example C5 using 3,4-dimethoxybenzoyl chloride, methyl 2-methylbutanoate and hydrazine hydrate as starting compounds. The reactants are COC=1C=C(C(=O)Cl)C=CC1OC (3,4-dimethoxybenzoyl chloride), CC(C(=O)OC)CC (methyl 2-methylbutanoate), O.NN (hydrazine hydrate). RXN SMILES: [CH3:1][O:2][C:3]1[CH:4]=[C:5]([CH:9]=[CH:10][C:11]=1[O:12][CH3:13])[C:6](Cl)=O.[CH3:14][CH:15]([CH2:20][CH3:21])[C:16](OC)=[O:17].O.[NH2:23][NH2:24]>>[CH3:1][O:2][C:3]1[CH:4]=[C:5]([C:6]2[C:15]([CH2:20][CH3:21])([CH3:14])[C:16](=[O:17])[NH:23][N:24]=2)[CH:9]=[CH:10][C:11]=1[O:12][CH3:13] |f:2.3|. Yields the product COC=1C=C(C=CC1OC)C=1C(C(NN1)=O)(C)CC (5-(3,4-dimethoxyphenyl)-4-ethyl-4-methyl-2,4-dihydro-3H-pyrazol-3-one). Reactants: [Br-], [Li]CCCC, CC(c1ccc2c(c1)C(C)(C)CCN2C)[P+](c1ccccc1)(c1ccccc1)c1ccccc1, CCCCCC, O=Cc1ccccc1, C1CCOC1. The product is CC(=Cc1ccccc1)c1ccc2c(c1)C(C)(C)CCN2C. RXN SMILES: [Br-:1].[CH2:36]([Li:37])[CH2:38][CH2:39][CH3:40].[CH3:2][N:3]1[CH2:4][CH2:5][C:6]([CH3:34])([CH3:35])[c:7]2[cH:8][c:9]([CH:13]([CH3:14])[P+:15]([c:16]3[cH:17][cH:18][cH:19][cH:20][cH:21]3)([c:22]3[cH:23][cH:24][cH:25][cH:26][cH:27]3)[c:28]3[cH:29][cH:30][cH:31][cH:32][cH:33]3)[cH:10][cH:11][c:12]21.[CH3:54][CH2:55][CH2:56][CH2:57][CH2:58][CH3:59].[CH:41](=[O:42])[c:43]1[cH:44][cH:45][cH:46][cH:47][cH:48]1.[O:49]1[CH2:50][CH2:51][CH2:52][CH2:53]1>>[CH3:2][N:3]1[CH2:4][CH2:5][C:6]([CH3:34])([CH3:35])[c:7]2[cH:8][c:9]([C:13]([CH3:14])=[CH:41][c:43]3[cH:44][cH:45][cH:46][cH:47][cH:48]3)[cH:10][cH:11][c:12]21. The reactants are C=CCOC(=O)c1ccc(OC(=O)c2ccc(C34CC5CC(CC(C5)C3)C4)c(OCOC(C)OC)c2)cc1, C1COCCO1. Product: COC(C)OCOc1cc(C(=O)Oc2ccc(C(=O)O)cc2)ccc1C12CC3CC(CC(C3)C1)C2. As a reaction SMILES: [C:1]12([c:11]3[c:12]([O:32][CH2:33][O:34][CH:35]([CH3:36])[O:37][CH3:38])[cH:13][c:14]([C:15](=[O:16])[O:17][c:18]4[cH:19][cH:20][c:21]([C:22](=[O:23])[O:24][CH2:25][CH:26]=[CH2:27])[cH:28][cH:29]4)[cH:30][cH:31]3)[CH2:2][CH:3]3[CH2:4][CH:5]([CH2:6][CH:7]([CH2:8]1)[CH2:9]3)[CH2:10]2.[O:39]1[CH2:40][CH2:41][O:42][CH2:43][CH2:44]1>>[C:1]12([c:11]3[c:12]([O:32][CH2:33][O:34][CH:35]([CH3:36])[O:37][CH3:38])[cH:13][c:14]([C:15](=[O:16])[O:17][c:18]4[cH:19][cH:20][c:21]([C:22](=[O:23])[OH:24])[cH:28][cH:29]4)[cH:30][cH:31]3)[CH2:2][CH:3]3[CH2:4][CH:5]([CH2:6][CH:7]([CH2:8]1)[CH2:9]3)[CH2:10]2. The reactants are O=C(O)C(CC1CCCCCC1)N1Cc2ccccc2C1=O, O=C(Nc1nccs1)C(CC1CCCCC1)N1Cc2ccccc2C1=O, Nc1nccs1. Yields the product O=C(Nc1nccs1)C(CC1CCCCCC1)N1Cc2ccccc2C1=O. As a reaction SMILES: [CH:1]1([CH2:8][CH:9]([C:10](=[O:11])[OH:12])[N:13]2[C:14](=[O:22])[c:15]3[cH:16][cH:17][cH:18][cH:19][c:20]3[CH2:21]2)[CH2:2][CH2:3][CH2:4][CH2:5][CH2:6][CH2:7]1.[CH:29]1([CH2:30][CH:31]([N:32]2[CH2:33][c:34]3[c:35]([cH:36][cH:37][cH:38][cH:39]3)[C:40]2=[O:41])[C:42]([NH:43][c:44]2[s:45][cH:46][cH:47][n:48]2)=[O:49])[CH2:50][CH2:51][CH2:52][CH2:53][CH2:54]1.[NH2:23][c:24]1[s:25][cH:26][cH:27][n:28]1>>[CH:1]1([CH2:8][CH:9]([C:10](=[O:11])[NH:23][c:24]2[s:25][cH:26][cH:27][n:28]2)[N:13]2[C:14](=[O:22])[c:15]3[cH:16][cH:17][cH:18][cH:19][c:20]3[CH2:21]2)[CH2:2][CH2:3][CH2:4][CH2:5][CH2:6][CH2:7]1.